Dataset: the Open Reaction Database (ORD), a public repository of structured organic reaction records. Task: describe an organic reaction: reactants, conditions, products, and yield Reactants: C1(CCCCC1)C(C1=C(OC(=C1)C1=CC=C(C=C1)C(F)(F)F)CC)NC1=CC=C(C(=O)O)C=C1 (4-[(cyclohexyl{2-ethyl-5-[4-(trifluoromethyl)phenyl]furan-3-yl}methyl)amino]benzoic acid), Cl.OC(C(=O)OC)CNC (methyl 2-hydroxy-3-(methylamino)propanoate hydrochloride), Cl.C(C)N=C=NCCCN(C)C (1-ethyl-3-(3-dimethylaminopropyl)carbodiimide hydrochloride), O.OC1=CC=CC=2NN=NC21 (hydroxybenzotriazole monohydrate). Run in C(C)(=O)OCC (Ethyl acetate), CN(C=O)C (N,N-dimethylformamide), C(C)N(CC)CC (triethylamine). Reaction conditions: time 1 hour. Product: C1(CCCCC1)C(C1=C(OC(=C1)C1=CC=C(C=C1)C(F)(F)F)CC)NC1=CC=C(C=C1)C(=O)N(CC(C(=O)O)O)C (3-[({4-[(cyclohexyl{2-ethyl-5-[4-(trifluoromethyl)phenyl]furan-3-yl}methyl)amino]phenyl}carbonyl)(methyl)amino]-2-hydroxypropanoic acid). Yield: 62.5%. RXN SMILES: [CH:1]1([CH:7]([NH:25][C:26]2[CH:34]=[CH:33][C:29]([C:30](O)=[O:31])=[CH:28][CH:27]=2)[C:8]2[CH:12]=[C:11]([C:13]3[CH:18]=[CH:17][C:16]([C:19]([F:22])([F:21])[F:20])=[CH:15][CH:14]=3)[O:10][C:9]=2[CH2:23][CH3:24])[CH2:6][CH2:5][CH2:4][CH2:3][CH2:2]1.Cl.[OH:36][CH:37]([CH2:42][NH:43][CH3:44])[C:38]([O:40]C)=[O:39].Cl.C(N=C=NCCCN(C)C)C.O.OC1C2N=NNC=2C=CC=1>CN(C)C=O.C(OCC)(=O)C.C(N(CC)CC)C>[CH:1]1([CH:7]([NH:25][C:26]2[CH:27]=[CH:28][C:29]([C:30]([N:43]([CH3:44])[CH2:42][CH:37]([OH:36])[C:38]([OH:40])=[O:39])=[O:31])=[CH:33][CH:34]=2)[C:8]2[CH:12]=[C:11]([C:13]3[CH:18]=[CH:17][C:16]([C:19]([F:22])([F:20])[F:21])=[CH:15][CH:14]=3)[O:10][C:9]=2[CH2:23][CH3:24])[CH2:6][CH2:5][CH2:4][CH2:3][CH2:2]1 |f:1.2,3.4,5.6|. Procedure: A solution of 4-[(cyclohexyl{2-ethyl-5-[4-(trifluoromethyl)phenyl]furan-3-yl}methyl)amino]benzoic acid (141 mg), methyl 2-hydroxy-3-(methylamino)propanoate hydrochloride (61 mg), 1-ethyl-3-(3-dimethylaminopropyl)carbodiimide hydrochloride (69 mg), hydroxybenzotriazole monohydrate (55 mg) and triethylamine (50 μL) in N,N-dimethylformamide (10 mL) was stirred at room temperature for 4 hr. Ethyl acetate was added, the mixture was washed with saturated aqueous sodium hydrogen carbonate solution and ... Starting materials: O=C(n1ccnc1)n1ccnc1, C1CCOC1, CN(C)CCCCN, O=C(O)c1ccc(-c2ccc(CSCCOc3ccccc3)cc2)cc1. Yields the product CN(C)CCCCNC(=O)c1ccc(-c2ccc(CSCCOc3ccccc3)cc2)cc1. As a reaction SMILES: [C:27]([n:28]1[cH:29][cH:30][n:31][cH:32]1)([n:33]1[cH:34][cH:35][n:36][cH:37]1)=[O:38].[CH2:47]1[O:48][CH2:49][CH2:50][CH2:51]1.[CH3:39][N:40]([CH2:41][CH2:42][CH2:43][CH2:44][NH2:45])[CH3:46].[O:1]([c:2]1[cH:3][cH:4][cH:5][cH:6][cH:7]1)[CH2:8][CH2:9][S:10][CH2:11][c:12]1[cH:13][cH:14][c:15](-[c:18]2[cH:19][cH:20][c:21]([C:24](=[O:25])[OH:26])[cH:22][cH:23]2)[cH:16][cH:17]1>>[O:1]([c:2]1[cH:3][cH:4][cH:5][cH:6][cH:7]1)[CH2:8][CH2:9][S:10][CH2:11][c:12]1[cH:13][cH:14][c:15](-[c:18]2[cH:19][cH:20][c:21]([C:24](=[O:26])[NH:45][CH2:44][CH2:43][CH2:42][CH2:41][N:40]([CH3:39])[CH3:46])[cH:22][cH:23]2)[cH:16][cH:17]1. Starting materials: CC1=C(C(=CC=C1)N)N (3-methyl-1,2-benzenediamine), C(=O)O (formic acid). Reaction conditions: temperature 70 celsius. Product: CC1=CC=CC=2NC=NC21 (4-methyl-1H-benzimidazole). The yield is 90.0%. RXN SMILES: [CH3:1][C:2]1[CH:7]=[CH:6][CH:5]=[C:4]([NH2:8])[C:3]=1[NH2:9].[CH:10](O)=O>>[CH3:1][C:2]1[C:3]2[N:9]=[CH:10][NH:8][C:4]=2[CH:5]=[CH:6][CH:7]=1. Procedure: A mixture of 3-methyl-1,2-benzenediamine (11.9 g) and formic acid (150 mL) was heated at 70° C. for 15 minutes. The solvent was removed under reduced pressure and the residual oil was stirred with water (100 mL) and sodium hydroxide solution (65 mL of 4.0 N) was added until the solution was just basic. The precipitate was filtered off, washed with water, and air dried to give 11.6 g (90%) of 4-methyl-1H-benzimidazole, mp 141°-145° C. Reactants: ClC1=NC(=NC=C1I)N=CN(C(C)C)C(C)C (4-chloro-2-diisopropylaminomethyleneamino-5-iodopyrimidine), ClC1=CC=C(C=C1)C#C (1-chloro-4-ethynylbenzene). The reagents and catalysts are [Cu](I)I (copper iodide), Cl[Pd]([P](C1=CC=CC=C1)(C2=CC=CC=C2)C3=CC=CC=C3)([P](C4=CC=CC=C4)(C5=CC=CC=C5)C6=CC=CC=C6)Cl (dichlorobis(triphenylphosphine)palladium). Solvent: C(C)N(CC)CC (triethylamine), dichloromethane hexanes. Reaction conditions: time 18 hour. The product is ClC1=NC(=NC=C1C#CC1=CC=C(C=C1)Cl)N=CN(C(C)C)C(C)C (4-chloro-5-(4-chlorophenylethynyl)-2-diisopropylaminomethyleneaminopyrimidine). Isolated yield 94.7%. Reaction SMILES: [Cl:1][C:2]1[C:7](I)=[CH:6][N:5]=[C:4]([N:9]=[CH:10][N:11]([CH:15]([CH3:17])[CH3:16])[CH:12]([CH3:14])[CH3:13])[N:3]=1.[Cl:18][C:19]1[CH:24]=[CH:23][C:22]([C:25]#[CH:26])=[CH:21][CH:20]=1>[Cu](I)I.Cl[Pd](Cl)([P](C1C=CC=CC=1)(C1C=CC=CC=1)C1C=CC=CC=1)[P](C1C=CC=CC=1)(C1C=CC=CC=1)C1C=CC=CC=1.C(N(CC)CC)C>[Cl:1][C:2]1[C:7]([C:26]#[C:25][C:22]2[CH:23]=[CH:24][C:19]([Cl:18])=[CH:20][CH:21]=2)=[CH:6][N:5]=[C:4]([N:9]=[CH:10][N:11]([CH:15]([CH3:17])[CH3:16])[CH:12]([CH3:14])[CH3:13])[N:3]=1 |^1:32,51|. Reported procedure: A mixture of 0.722 g 4-chloro-2-diisopropylaminomethyleneamino-5-iodopyrimidine, 3.5 mL triethylamine, 0.025 g copper iodide, 0.037 g dichlorobis(triphenyl)phosphine palladium II and 0.289 g 1-chloro-4-ethynylbenzene was stirred under nitrogen at room temperature for 18 hours. The dark brown mixture was evaporated in vacuo at a bath temperature of 30–35° C. The beige residue was partitioned between dichloromethane and water. The organic phase was washed twice with water, dried over sodium sulfat... Reactants: [Cu], FC(F)C(F)(F)I, FC(F)(F)C(F)(F)c1n[nH]cc1I, CN(C)C=O. The product is FC(F)C(F)(F)c1c[nH]nc1C(F)(F)C(F)(F)F. Reaction SMILES: [Cu:21].[I:14][C:15]([CH:16]([F:17])[F:18])([F:19])[F:20].[I:1][c:2]1[c:3]([C:7]([C:8]([F:9])([F:10])[F:11])([F:12])[F:13])[n:4][nH:5][cH:6]1.[O:22]=[CH:23][N:24]([CH3:25])[CH3:26]>>[c:2]1([C:15]([CH:16]([F:17])[F:18])([F:19])[F:20])[c:3]([C:7]([C:8]([F:9])([F:10])[F:11])([F:12])[F:13])[n:4][nH:5][cH:6]1. Starting materials: C(C=C)N (allylamine), [N+](=O)([O-])C1=CC(=C(C=C1C=O)OC)OC (6-nitroveratraldehyde). Solvent: C(C)O (ethanol), C(C)O (ethanol). Product: [N+](=O)([O-])C1=CC(=C(C=C1C=C=CCN)OC)OC (6-Nitroveratrylideneallylamine). The yield is 99.9%. As a reaction SMILES: [N+:1]([C:4]1[C:9]([CH:10]=O)=[CH:8][C:7]([O:12][CH3:13])=[C:6]([O:14][CH3:15])[CH:5]=1)([O-:3])=[O:2].[CH2:16]([NH2:19])[CH:17]=[CH2:18]>C(O)C>[N+:1]([C:4]1[C:9]([CH:10]=[C:18]=[CH:17][CH2:16][NH2:19])=[CH:8][C:7]([O:12][CH3:13])=[C:6]([O:14][CH3:15])[CH:5]=1)([O-:3])=[O:2]. Procedure details: A suspension of 6-nitroveratraldehyde (84 g, 0.4 mole) and ethanol (1200 ml) was refluxed with a solution of allylamine (21 g, 0.44 mole) and ethanol (100 ml) for 1.5 hrs. The resulting dark solution was concentrated to dryness in vacuo leaving 100 g of a dark oil which solidified.